Dataset: the Open Reaction Database (ORD), a public repository of structured organic reaction records. Task: describe an organic reaction: reactants, conditions, products, and yield The reactants are O=C(Cl)c1ccccc1, CC(C)=O, [K+], CCOc1ccc(N)cn1, N#C[S-]. The product is CCOc1ccc(NC(N)=S)cn1. RXN SMILES: [C:15]([Cl:16])(=[O:17])[c:18]1[cH:19][cH:20][cH:21][cH:22][cH:23]1.[CH3:24][C:25](=[O:26])[CH3:27].[K+:11].[NH2:1][c:2]1[cH:3][n:4][c:5]([O:8][CH2:9][CH3:10])[cH:6][cH:7]1.[S-:12][C:13]#[N:14]>>[NH:1]([c:2]1[cH:3][n:4][c:5]([O:8][CH2:9][CH3:10])[cH:6][cH:7]1)[C:13](=[S:12])[NH2:14].